This data is from the Open Reaction Database (ORD), a public repository of structured organic reaction records. The task is: describe an organic reaction: reactants, conditions, products, and yield Reactants: CC1(C)Oc2cccc([Sn](C)(C)C)c2C1=O, Cc1ccccc1, CCOC(C)=O, Cc1c(I)cnc(N)c1C#N. Product: Cc1c(-c2cccc3c2C(=O)C(C)(C)O3)cnc(N)c1C#N. RXN SMILES: [CH3:12][C:13]1([CH3:27])[O:14][c:15]2[c:16]([c:19]([Sn:23]([CH3:24])([CH3:25])[CH3:26])[cH:20][cH:21][cH:22]2)[C:17]1=[O:18].[CH3:28][c:29]1[cH:30][cH:31][cH:32][cH:33][cH:34]1.[CH3:35][CH2:36][O:37][C:38](=[O:39])[CH3:40].[NH2:1][c:2]1[n:3][cH:4][c:5]([I:11])[c:6]([CH3:10])[c:7]1[C:8]#[N:9]>>[NH2:1][c:2]1[n:3][cH:4][c:5](-[c:19]2[c:16]3[c:15]([cH:22][cH:21][cH:20]2)[O:14][C:13]([CH3:12])([CH3:27])[C:17]3=[O:18])[c:6]([CH3:10])[c:7]1[C:8]#[N:9].